This data is from the Open Reaction Database (ORD), a public repository of structured organic reaction records. The task is: describe an organic reaction: reactants, conditions, products, and yield The reactants are CC(=O)OC(C)=O, CC(O)(C(=O)O)c1ccc(-c2ccccc2)c(F)c1, O. Yields the product CC(=O)OC(C)(C(=O)O)c1ccc(-c2ccccc2)c(F)c1. As a reaction SMILES: [CH3:20][C:21](=[O:22])[O:23][C:24](=[O:25])[CH3:26].[F:1][c:2]1[c:3](-[c:14]2[cH:15][cH:16][cH:17][cH:18][cH:19]2)[cH:4][cH:5][c:6]([C:8]([C:9](=[O:10])[OH:11])([CH3:12])[OH:13])[cH:7]1.[OH2:27]>>[F:1][c:2]1[c:3](-[c:14]2[cH:15][cH:16][cH:17][cH:18][cH:19]2)[cH:4][cH:5][c:6]([C:8]([C:9](=[O:10])[OH:11])([CH3:12])[O:13][C:21]([CH3:20])=[O:22])[cH:7]1.